From a dataset of the Open Reaction Database (ORD), a public repository of structured organic reaction records. describe an organic reaction: reactants, conditions, products, and yield The reactants are C(C)(C)(C)NS(=O)(=O)C1=CC(=CC=C1)C1=CC=C2C=NC(=NN21)S(=O)C (N-tert-butyl-3-(2-methanesulfinyl-pyrrolo[2,1-f][1,2,4]triazin-7-yl)-benzenesulfonamide), NC1=CC2=C(NC(N2)=O)C=C1 (5-amino-1,3-dihydro-benzimidazol-2-one). Product: C(C)(C)(C)NS(=O)(=O)C1=CC(=CC=C1)C1=CC=C2C=NC(=NN21)NC2=CC1=C(NC(N1)=O)C=C2 (N-tert-Butyl-3-[2-(2-oxo-2,3-dihydro-1H-benzimidazol-5-ylamino)-pyrrolo[2,1-f][1,2,4]triazin-7-yl]-benzenesulfonamide). As a reaction SMILES: [C:1]([NH:5][S:6]([C:9]1[CH:14]=[CH:13][CH:12]=[C:11]([C:15]2[N:23]3[C:18]([CH:19]=[N:20][C:21](S(C)=O)=[N:22]3)=[CH:17][CH:16]=2)[CH:10]=1)(=[O:8])=[O:7])([CH3:4])([CH3:3])[CH3:2].[NH2:27][C:28]1[CH:37]=[CH:36][C:31]2[NH:32][C:33](=[O:35])[NH:34][C:30]=2[CH:29]=1>>[C:1]([NH:5][S:6]([C:9]1[CH:14]=[CH:13][CH:12]=[C:11]([C:15]2[N:23]3[C:18]([CH:19]=[N:20][C:21]([NH:27][C:28]4[CH:37]=[CH:36][C:31]5[NH:32][C:33](=[O:35])[NH:34][C:30]=5[CH:29]=4)=[N:22]3)=[CH:17][CH:16]=2)[CH:10]=1)(=[O:8])=[O:7])([CH3:4])([CH3:3])[CH3:2]. Procedure: Following the synthetic and purification procedures described in Example 1293d, a N-tert-butyl-3-(2-methanesulfinyl-pyrrolo[2,1-f][1,2,4]triazin-7-yl)-benzenesulfonamide (103 mg, 0.262 mmol) was coupled with 5-amino-1,3-dihydro-benzimidazol-2-one (67 mg, 0.45 mmol) at 105° C. for 72 h to afford the title compound. Yield of TFA salt: 82 mg (52%) of brown powder; LC/MS: 478 (M+H); HPLC: 97% pure, RT=2.83 min; 1H NMR: (DMSO, δ) 10.46 (s, 1H), 10.42 (s, 1H), 9.34 (s, 1H), 9.00 (s, 1H), 8.52 (s, 1H),...